From a dataset of the Open Reaction Database (ORD), a public repository of structured organic reaction records. describe an organic reaction: reactants, conditions, products, and yield Reactants: CC(CCO)(C)S (3-Methyl-3-sulfanylbutan-1-ol), N1=CC=CC=C1 (pyridine), C(C)(=O)Cl (Acetyl chloride). Run in C(Cl)Cl (methylene chloride), C(Cl)Cl (methylene chloride). Reaction conditions: temperature -78 celsius, time 30 minute. Yields the product C(C)(=O)OCCC(C)(S)C (3-Methyl-3-sulfanylbutyl Acetate). As a reaction SMILES: [CH3:1][C:2]([SH:7])([CH3:6])[CH2:3][CH2:4][OH:5].N1C=CC=CC=1.[C:14](Cl)(=[O:16])[CH3:15]>C(Cl)Cl>[C:14]([O:5][CH2:4][CH2:3][C:2]([CH3:6])([SH:7])[CH3:1])(=[O:16])[CH3:15]. Reported procedure: 3-Methyl-3-sulfanylbutan-1-ol (Sweetman et al, J. Med. Chem. 14:868 (1971), the disclosure of which is incorporated by reference herein in its entirety) (5 g, 42 mmol) and pyridine (3.6 mL, 43 mmol) were dissolved in methylene chloride (50 mL) and cooled to −78° C. Acetyl chloride (3.1 mL, 43 mmol) was added dropwise. The solution was kept cold for 30 min then allowed to warm to room temperature. Stirring was continued for 1.5 hours. The reaction mixture was diluted with methylene chloride, wash... Starting materials: CO, COc1ccc2c(c1)C(=O)CCC2. The product is COc1ccc2c(c1)C(O)CCC2. Reaction SMILES: [CH3:14][OH:15].[CH3:1][O:2][c:3]1[cH:4][cH:5][c:6]2[c:11]([cH:12]1)[C:10](=[O:13])[CH2:9][CH2:8][CH2:7]2>>[CH3:1][O:2][c:3]1[cH:4][cH:5][c:6]2[c:11]([cH:12]1)[CH:10]([OH:13])[CH2:9][CH2:8][CH2:7]2. Yields the product COc1ccc2c(S(=O)(=O)c3ccccc3)nc(C)c(-c3ccccc3)c2c1. As a reaction SMILES: [Cl:1][c:2]1[n:3][c:4]([CH3:20])[c:5](-[c:14]2[cH:15][cH:16][cH:17][cH:18][cH:19]2)[c:6]2[cH:7][c:8]([O:12][CH3:13])[cH:9][cH:10][c:11]12.[Na:30].[O:32]=[CH:33][N:34]([CH3:35])[CH3:36].[OH2:31].[OH:21][S:22](=[O:23])[c:24]1[cH:25][cH:26][cH:27][cH:28][cH:29]1>>[c:2]1([S:22](=[O:21])(=[O:23])[c:24]2[cH:25][cH:26][cH:27][cH:28][cH:29]2)[n:3][c:4]([CH3:20])[c:5](-[c:14]2[cH:15][cH:16][cH:17][cH:18][cH:19]2)[c:6]2[cH:7][c:8]([O:12][CH3:13])[cH:9][cH:10][c:11]12. The reactants are COc1ccc2c(Cl)nc(C)c(-c3ccccc3)c2c1, [Na], CN(C)C=O, O, O=S(O)c1ccccc1. The reactants are NC1=NC=CC=C1N (2,3-diaminopyridine), C(CO)(=O)O (glycolic acid), O (water). Solvent: C1(=CC(=CC(=C1)C)C)C (mesitylene). Run at time 15 minute. Yields the product OCC=1NC2=C(N1)N=CC=C2 (2-Hydroxymethyl-1H-pyrido[2,3-d]imidazole). As a reaction SMILES: [NH2:1][C:2]1[C:7]([NH2:8])=[CH:6][CH:5]=[CH:4][N:3]=1.[C:9](O)(=O)[CH2:10][OH:11].O>C1(C)C=C(C)C=C(C)C=1>[OH:11][CH2:10][C:9]1[NH:8][C:7]2[CH:6]=[CH:5][CH:4]=[N:3][C:2]=2[N:1]=1. Procedure: using a Dan-Stark separator, 2,3-diaminopyridine (54.6 g; 0.5 mol) and glycolic acid (38 g; 0.5 mol) in 700 ml of mesitylene were boiled under reflux until the calculated amount of water had separated off. The mixture was then cooled to room temperature, and the resulting precipitate was filtered off with suction and, with addition of activated carbon, boiled in 800 ml of water for 15 min. The hot suspension was filtered and once more cooled to room temperature, and the colourless crystals that ...